The task is: describe an organic reaction: reactants, conditions, products, and yield. This data is from the Open Reaction Database (ORD), a public repository of structured organic reaction records. Reactants: COC1=CC=C(/C=C/C(=O)O)C=C1 (trans-4-methoxycinnamic acid), CN(C1CN(CC1)C=1SC2=C(N1)C=CC(=C2)N)C (2-(3-dimethylamino-pyrrolidin-1-yl)-benzothiazol-6-ylamine). The product is CN(C1CN(CC1)C=1SC2=C(N1)C=CC(=C2)NC(C=CC2=CC=C(C=C2)OC)=O)C (N-[2-(3-Dimethylamino-pyrrolidin-1-yl)-benzothiazol-6-yl]-3-(4-methoxy-phenyl)-acrylamide). The yield is 5.7%. RXN SMILES: [CH3:1][O:2][C:3]1[CH:13]=[CH:12][C:6](/[CH:7]=[CH:8]/[C:9]([OH:11])=O)=[CH:5][CH:4]=1.[CH3:14][N:15]([CH3:31])[CH:16]1[CH2:20][CH2:19][N:18]([C:21]2[S:22][C:23]3[CH:29]=[C:28]([NH2:30])[CH:27]=[CH:26][C:24]=3[N:25]=2)[CH2:17]1>>[CH3:14][N:15]([CH3:31])[CH:16]1[CH2:20][CH2:19][N:18]([C:21]2[S:22][C:23]3[CH:29]=[C:28]([NH:30][C:9](=[O:11])[CH:8]=[CH:7][C:6]4[CH:5]=[CH:4][C:3]([O:2][CH3:1])=[CH:13][CH:12]=4)[CH:27]=[CH:26][C:24]=3[N:25]=2)[CH2:17]1. Procedure: Prepare according to Method B, using trans-4-methoxycinnamic acid (112 mg, 0.629 mmol) and 2-(3-dimethylamino-pyrrolidin-1-yl)-benzothiazol-6-ylamine (162 mg, 0.618 mmol) to afford the title compound (15 mg, 6%). mass spectrum (m/e): 423.3 [M+H], 421.3 [M−H]. As a reaction SMILES: [Br:1][C:2]1[CH:3]=[C:4]2[C:9](Cl)=[C:8]([C:11]([NH2:13])=[O:12])[CH:7]=[N:6][N:5]2[CH:14]=1.[CH2:15]([NH2:18])[CH2:16][CH3:17].C(N(C(C)C)CC)(C)C.O>CN1CCCC1=O>[Br:1][C:2]1[CH:3]=[C:4]2[C:9]([NH:18][CH2:15][CH2:16][CH3:17])=[C:8]([C:11]([NH2:13])=[O:12])[CH:7]=[N:6][N:5]2[CH:14]=1. Yields the product BrC=1C=C2N(N=CC(=C2NCCC)C(=O)N)C1 (6-bromo-4-(propylamino)pyrrolo[1,2-b]pyridazine-3-carboxamide). The yield is 76.4%. Procedure details: A mixture of 6-bromo-4-chloropyrrolo[1,2-b]pyridazine-3-carboxamide (Preparation 5, 137 mg, 0.5 mmol), n-propylamine (123 mL, 1.500 mmol) and diisopropylethylamine (0.349 mL, 2.000 mmol) in N-methylpyrrolidinone (1.5 mL) was heated to 105° C. for 0.75 hr. After cooling to rt, water (15 ml) was added and the resulting suspension was stirred at rt for 1 hr. The suspension was filtered and the filter cake was dried. The filter cake was rinsed with hexane and dried to afford the title compound (120 ... Reaction conditions: temperature 105 celsius, time 1 hour. Solvent: CN1C(CCC1)=O (N-methylpyrrolidinone). Starting materials: O (water), BrC=1C=C2N(N=CC(=C2Cl)C(=O)N)C1 (6-bromo-4-chloropyrrolo[1,2-b]pyridazine-3-carboxamide), C(CC)N (n-propylamine), C(C)(C)N(CC)C(C)C (diisopropylethylamine). Starting materials: COC(=O)c1cc(S(C)(=O)=O)ccc1OC(C)C(F)(F)F, CCO, [Na+], [OH-]. The product is CC(Oc1ccc(S(C)(=O)=O)cc1C(=O)O)C(F)(F)F. RXN SMILES: [CH3:1][O:2][C:3]([c:4]1[c:5]([O:14][CH:15]([C:16]([F:17])([F:18])[F:19])[CH3:20])[cH:6][cH:7][c:8]([S:10](=[O:11])(=[O:12])[CH3:13])[cH:9]1)=[O:21].[CH3:24][CH2:25][OH:26].[Na+:23].[OH-:22]>>[O:2]=[C:3]([c:4]1[c:5]([O:14][CH:15]([C:16]([F:17])([F:18])[F:19])[CH3:20])[cH:6][cH:7][c:8]([S:10](=[O:11])(=[O:12])[CH3:13])[cH:9]1)[OH:21]. The reactants are NC1=C(C=CC=C1)O (2-aminophenol), [N+](=O)([O-])C1=CC=C(C=C1)C1=CC=C(O1)C=O (5-(4-nitrophenyl)furan-2-carbaldehyde). The product is [N+](=O)([O-])C1=CC=C(C=C1)C1=CC=C(O1)C=NC1=C(C=CC=C1)O (2-{[5-(4-nitrophenyl)furan-2-yl]methyleneamino}phenol), powder. Isolated yield 98.0%. Reaction SMILES: [NH2:1][C:2]1[CH:7]=[CH:6][CH:5]=[CH:4][C:3]=1[OH:8].[N+:9]([C:12]1[CH:17]=[CH:16][C:15]([C:18]2[O:22][C:21]([CH:23]=O)=[CH:20][CH:19]=2)=[CH:14][CH:13]=1)([O-:11])=[O:10]>>[N+:9]([C:12]1[CH:13]=[CH:14][C:15]([C:18]2[O:22][C:21]([CH:23]=[N:1][C:2]3[CH:7]=[CH:6][CH:5]=[CH:4][C:3]=3[OH:8])=[CH:20][CH:19]=2)=[CH:16][CH:17]=1)([O-:11])=[O:10]. Reported procedure: Using 2-aminophenol and 5-(4-nitrophenyl)furan-2-carbaldehyde, 3.62 g of 2-{[5-(4-nitrophenyl)furan-2-yl]methyleneamino}phenol were obtained as a yellow powder (yield 98%). Starting materials: NC1=C(C(=O)NC)C=C(C=C1)F (2-amino-5-fluoro-N-methylbenzamide), FC1=C(CP(OCC)(OCC)=O)C=CC(=C1OC)[N+](=O)[O-] (Diethyl (2-fluoro-3-methoxy-4-nitrobenzyl)phosphonate), FC1=C(CP(OCC)(OCC)=O)C=CC(=C1OC)[N+](=O)[O-] (Diethyl (2-fluoro-3-methoxy-4-nitrobenzyl)phosphonate). Product: NC1=C(C(=C(CP(OCC)(OCC)=O)C=C1)F)OC (Diethyl (4-amino-2-fluoro-3-methoxybenzyl)phosphonate). RXN SMILES: NC1C=CC(F)=CC=1C(NC)=O.[F:13][C:14]1[C:28]([O:29][CH3:30])=[C:27]([N+:31]([O-])=O)[CH:26]=[CH:25][C:15]=1[CH2:16][P:17](=[O:24])([O:21][CH2:22][CH3:23])[O:18][CH2:19][CH3:20]>>[NH2:31][C:27]1[CH:26]=[CH:25][C:15]([CH2:16][P:17](=[O:24])([O:21][CH2:22][CH3:23])[O:18][CH2:19][CH3:20])=[C:14]([F:13])[C:28]=1[O:29][CH3:30]. Reported procedure: The title compound was prepared using the procedure from Compound 102A (2-Amino-5-fluoro-N-methylbenzamide) with Diethyl (2-fluoro-3-methoxy-4-nitrobenzyl)phosphonate (Compound 147B). 1H NMR (CDCl3, 400 MHz): δ=1.29 (t, J=6.95 Hz, 6 H), 3.13-3.21 (m, 2 H), 3.93 (d, J=1.52 Hz, 3 H), 4.04-4.12 (m, 4 H), 6.55 (d, J=8.34 Hz, 1 H), 6.83 (td, J=7.96, 2.78 Hz, 1 H). MS (ES+): m/z 292.11 [MH+] (TOF, polar). Starting materials: C1(CCCCC1)SN1C(C=2C(C1=O)=CC=CC2)=O (N-(cyclohexylthio)phthalimide), benzoyl thiol(thiobenzoic acid). Run in CCCCCCC (heptane). Product: C1(C=2C(C(N1)=O)=CC=CC2)=O (phthalimide). As a reaction SMILES: C1(S[N:8]2[C:12](=[O:13])[C:11]3=[CH:14][CH:15]=[CH:16][CH:17]=[C:10]3[C:9]2=[O:18])CCCCC1>CCCCCCC>[C:12]1(=[O:13])[NH:8][C:9](=[O:18])[C:10]2=[CH:17][CH:16]=[CH:15][CH:14]=[C:11]12. Procedure details: 13.1 Grams (0.05 mole) of N-(cyclohexylthio)phthalimide and 6.9 grams (0.05 mole) of benzoyl thiol(thiobenzoic acid) in 150 ml of heptane are stirred overnight at room temperature. The precipitate is recovered by filtration, washed with carbon tetrachloride and dried. 7.3 Grams of phthalimide (m.p. 234° C) are obtained. The solvent is removed from the filtrate by evaporation under reduced pressure. 12 Grams (95% yield) of product, a light brown liquid, are obtained. The identity of the benzoylcy... The reactants are Hydrogen sodium carbonate, ClC(=O)OCC (ethyl chloroformate), COC=1C=CC=2C(C3C(CNC3)C2C1)C (5-Methoxy-8-methyl-1,2,3,3a,8,8a-hexahydroindeno[1,2-c]pyrrole). Run in C1CCOC1.O (THF H2O). Reaction conditions: time 8 hour. The product is C(C)NC([O-])=O.COC=1C=CC=2C(C3C(CNC3)C2C1)C (N-Ethylcarbamate 5-methoxy-8-methyl-1,2,3,3a,8,8a-hexahydroindeno[1,2-c]pyrrole). The yield is 66.7%. As a reaction SMILES: Cl[C:2]([O:4]CC)=[O:3].[CH3:7][O:8][C:9]1[CH:10]=[CH:11][C:12]2[CH:13]([CH3:21])[CH:14]3[CH2:18][NH:17][CH2:16][CH:15]3[C:19]=2[CH:20]=1>C1COCC1.O>[CH2:16]([NH:17][C:2](=[O:3])[O-:4])[CH3:15].[CH3:7][O:8][C:9]1[CH:10]=[CH:11][C:12]2[CH:13]([CH3:21])[CH:14]3[CH2:18][NH:17][CH2:16][CH:15]3[C:19]=2[CH:20]=1 |f:2.3,4.5|. Procedure: Hydrogen sodium carbonate (11.7 g, 139 mmol) and ethyl chloroformate (3.2 mL, 33.4 mmol) were added to a solution of 5-methoxy-8=methyl-1,2,3,3a,8,8a-hexahydroindeno[1,2-c]pyrrole (from Example 1, Step E) (5.6 g, 27.8 mmol) in THF/H2O (140 mL, 1/1, v/v), and stirred overnight at room temperature. The reaction mixture was quenched by addition of an aqueous HCl solution (200 mL, 1.0 M) and the product was extracted with EtOAc (3×100 mL). The combined organic extracts were dried over MgSO4 and conc...